From a dataset of the Open Reaction Database (ORD), a public repository of structured organic reaction records. describe an organic reaction: reactants, conditions, products, and yield Reactants: BrC=1C=C(C=CC1)C1(N=C(C2=C(C=CC=C12)F)N)C1=NC(=NC(=C1)C)C (1-(3-Bromophenyl)-1-(2,6-dimethylpyrimidin-4-yl)-4-fluoro-1H-isoindol-3-amine), N1=CN=CC(=C1)B(O)O (pyrimidin-5-ylboronic acid), C([O-])([O-])=O.[Cs+].[Cs+] (cesium carbonate), CCOC(=O)C (EtOAc). Reagents/catalysts: C1=CC=C(C=C1)P([C-]2C=CC=C2)C3=CC=CC=C3.C1=CC=C(C=C1)P([C-]2C=CC=C2)C3=CC=CC=C3.Cl[Pd]Cl.[Fe+2] (dichloro[1,1′-bis(diphenylphosphino)ferrocene]palladium). The solvent is COCCOC.CCO.O (DME EtOH water), [Cl-].[Na+].O (brine), O (water). Conditions: temperature 150 celsius. Product: CC1=NC(=CC(=N1)C1(N=C(C2=C(C=CC=C12)F)N)C1=CC(=CC=C1)C=1C=NC=NC1)C (1-(2,6-Dimethylpyrimidin-4-yl)-4-fluoro-1-(3-(pyrimidin-5-yl)phenyl)-1H-isoindol-3-amine). Isolated yield 16.4%. Reaction SMILES: Br[C:2]1[CH:3]=[C:4]([C:8]2([C:19]3[CH:24]=[C:23]([CH3:25])[N:22]=[C:21]([CH3:26])[N:20]=3)[C:16]3[C:11](=[C:12]([F:17])[CH:13]=[CH:14][CH:15]=3)[C:10]([NH2:18])=[N:9]2)[CH:5]=[CH:6][CH:7]=1.[N:27]1[CH:32]=[C:31](B(O)O)[CH:30]=[N:29][CH:28]=1.C(=O)([O-])[O-].[Cs+].[Cs+].CCOC(C)=O>COCCOC.CCO.O.[Cl-].[Na+].O.C1C=CC(P(C2C=CC=CC=2)[C-]2C=CC=C2)=CC=1.C1C=CC(P(C2C=CC=CC=2)[C-]2C=CC=C2)=CC=1.Cl[Pd]Cl.[Fe+2].O>[CH3:26][C:21]1[N:20]=[C:19]([C:8]2([C:4]3[CH:5]=[CH:6][CH:7]=[C:2]([C:31]4[CH:32]=[N:27][CH:28]=[N:29][CH:30]=4)[CH:3]=3)[C:16]3[C:11](=[C:12]([F:17])[CH:13]=[CH:14][CH:15]=3)[C:10]([NH2:18])=[N:9]2)[CH:24]=[C:23]([CH3:25])[N:22]=1 |f:2.3.4,6.7.8,9.10.11,12.13.14.15|. Procedure details: 1-(3-Bromophenyl)-1-(2,6-dimethylpyrimidin-4-yl)-4-fluoro-1H-isoindol-3-amine (300 mg, 0.73 mmol), pyrimidin-5-ylboronic acid (108 mg, 0.88 mmol), cesium carbonate (713 mg, 2.19 mmol) and dichloro[1,1′-bis(diphenylphosphino)ferrocene]palladium (II) dichloromethane adduct (59.6 mg, 0.07 mmol) were dissolved in DME:EtOH:water (6:3:1) (5 mL) and heated in a microwave oven for 20 min at 150° C. EtOAc, water and brine were added and the organic phase was collected, dried and filtered. The solvent was...